From a dataset of the Open Reaction Database (ORD), a public repository of structured organic reaction records. describe an organic reaction: reactants, conditions, products, and yield Reactants: solution, [Li+].C[Si](C)(C)[N-][Si](C)(C)C (LiHMDS), CN(C)C1=CC=CC=C1C2=CC=CC=C2P(C3CCCCC3)C4CCCCC4 (DavePhos), ClC1=CC=C(C=N1)C1=NC(=NO1)C1=NC(=NC(=N1)N(C1=CC=CC=C1)C)N (6-[5-(6-chloropyridin-3-yl)-1,2,4-oxadiazol-3-yl]-2-N-methyl-2-N-phenyl-1,3,5-triazine-2,4-diamine), ClC1=CC=C(C=N1)C1=NC(=NO1)C1=NC(=NC(=N1)N(C1=CC=CC=C1)C)N (6-[5-(6-chloropyridin-3-yl)-1,2,4-oxadiazol-3-yl]-2-N-methyl-2-N-phenyl-1,3,5-triazine-2,4-diamine), FC(CN)(F)F (2,2,2-trifluoroethan-1-amine). The reagents and catalysts are C=1C=CC(=CC1)/C=C/C(=O)/C=C/C2=CC=CC=C2.C=1C=CC(=CC1)/C=C/C(=O)/C=C/C2=CC=CC=C2.C=1C=CC(=CC1)/C=C/C(=O)/C=C/C2=CC=CC=C2.[Pd].[Pd] (tris(dibenzylideneacetone)dipalladium(0)). Run in CCOC(=O)C (EtOAc), C1CCOC1 (THF), C1CCOC1 (THF). The product is CN(C1=NC(=NC(=N1)N)C1=NOC(=N1)C=1C=NC(=CC1)NCC(F)(F)F)C1=CC=CC=C1 (2-N-Methyl-2-N-phenyl-6-(5-{6-[(2,2,2-trifluoroethyl)amino]pyridin-3-yl}-1,2,4-oxadiazol-3-yl)-1,3,5-triazine-2,4-diamine). Yield: 6.0%. RXN SMILES: CN(C1C(C2C(P(C3CCCCC3)C3CCCCC3)=CC=CC=2)=CC=CC=1)C.Cl[C:30]1[N:35]=[CH:34][C:33]([C:36]2[O:40][N:39]=[C:38]([C:41]3[N:46]=[C:45]([N:47]([CH3:54])[C:48]4[CH:53]=[CH:52][CH:51]=[CH:50][CH:49]=4)[N:44]=[C:43]([NH2:55])[N:42]=3)[N:37]=2)=[CH:32][CH:31]=1.[F:56][C:57]([F:61])([F:60])[CH2:58][NH2:59].[Li+].C[Si]([N-][Si](C)(C)C)(C)C>C1COCC1.CCOC(C)=O.C1C=CC(/C=C/C(/C=C/C2C=CC=CC=2)=O)=CC=1.C1C=CC(/C=C/C(/C=C/C2C=CC=CC=2)=O)=CC=1.C1C=CC(/C=C/C(/C=C/C2C=CC=CC=2)=O)=CC=1.[Pd].[Pd]>[CH3:54][N:47]([C:48]1[CH:53]=[CH:52][CH:51]=[CH:50][CH:49]=1)[C:45]1[N:44]=[C:43]([NH2:55])[N:42]=[C:41]([C:38]2[N:37]=[C:36]([C:33]3[CH:34]=[N:35][C:30]([NH:59][CH2:58][C:57]([F:61])([F:60])[F:56])=[CH:31][CH:32]=3)[O:40][N:39]=2)[N:46]=1 |f:3.4,7.8.9.10.11|. Reported procedure: DavePhos (2-dicyclohexylphosphino-2′-(N,N-dimethylamino)biphenyl, 0.023 g, 0.058 mmol) and tris(dibenzylideneacetone)dipalladium(0) (0.024 g, 0.026 mmol) were added to a mixture of 6-[5-(6-chloropyridin-3-yl)-1,2,4-oxadiazol-3-yl]-2-N-methyl-2-N-phenyl-1,3,5-triazine-2,4-diamine (Intermediate 135, 0.100 g, 0.263 mmol) and 2,2,2-trifluoroethan-1-amine (0.084 mL, 1.050 mmol) in THF (1 mL) under nitrogen at room temperature. The reaction mixture was degassed by nitrogen bubbling and a 1M solution o... The reactants are N(=O)OC(C)(C)C (tert-butyl nitrite), NC1=C(C(=CC(=C1OC)Cl)F)N1C(N(C(=CC1=O)C(F)(F)F)C)=O (3-(2-amino-4-chloro-6-fluoro-3-methoxyphenyl)-1-methyl-6-trifluoromethyl-2,4(1H, 3H)-pyrimidinedione), Cl (hydrochloric acid). The reagents and catalysts are S(=O)(=O)([O-])[O-].[Cu+2] (copper (II) sulfate), [Cu-]=O (copper (I) oxide), O.[N+](=O)([O-])[O-].[Cu+2].O.O.O.O.[N+](=O)([O-])[O-].[Cu+2].[N+](=O)([O-])[O-].[N+](=O)([O-])[O-] (copper (II) nitrate hemipentahydrate). Run in C(C)#N (acetonitrile), C(C)#N (acetonitrile). Conditions: time 16 hour. The product is ClC1=C(C(=C(C(=C1)F)N1C(N(C(=CC1=O)C(F)(F)F)C)=O)O)OC (3-(4-chloro-6-fluoro-2-hydroxy-3-methoxyphenyl)-1-methyl-6-trifluoromethyl-2,4(1H, 3H)-pyrimidinedione). RXN SMILES: N(OC(C)(C)C)=[O:2].N[C:9]1[C:14]([O:15][CH3:16])=[C:13]([Cl:17])[CH:12]=[C:11]([F:18])[C:10]=1[N:19]1[C:24](=[O:25])[CH:23]=[C:22]([C:26]([F:29])([F:28])[F:27])[N:21]([CH3:30])[C:20]1=[O:31].Cl>S([O-])([O-])(=O)=O.[Cu+2].[Cu-]=O.O.[N+]([O-])([O-])=O.[Cu+2].O.O.O.O.[N+]([O-])([O-])=O.[Cu+2].[N+]([O-])([O-])=O.[N+]([O-])([O-])=O.C(#N)C>[Cl:17][C:13]1[CH:12]=[C:11]([F:18])[C:10]([N:19]2[C:24](=[O:25])[CH:23]=[C:22]([C:26]([F:29])([F:28])[F:27])[N:21]([CH3:30])[C:20]2=[O:31])=[C:9]([OH:2])[C:14]=1[O:15][CH3:16] |f:3.4,6.7.8.9.10.11.12.13.14.15.16|. Reported procedure: An acetonitrile (10 ml) solution of copper (II) sulfate (0.52 g, 3.26 mmol), copper (I) oxide (0.47 g, 3.26 mmol) and copper (II) nitrate hemipentahydrate (0.76 g, 3.26 mmol) was stirred at −30° C., and added with tert-butyl nitrite (0.41 g, 3.97 mmol) and then an acetonitrile (3 ml) solution of 3-(2-amino-4-chloro-6-fluoro-3-methoxyphenyl)-1-methyl-6-trifluoromethyl-2,4(1H, 3H)-pyrimidinedione (0.94 g, 2.56 mmol). After stirred for 16 hr (−30° C. to room temperature), the mixture was poured int... Reaction SMILES: [Cl-].[CH3:2][O:3][C:4](=[O:11])[CH2:5][CH2:6][CH2:7][NH+:8]([CH3:10])[CH3:9].C([O-])([O-])=O.[K+].[K+]>ClCCl>[CH3:9][N:8]([CH3:10])[CH2:7][CH2:6][CH2:5][C:4]([O:3][CH3:2])=[O:11] |f:0.1,2.3.4|. Isolated yield 66.1%. Run in ClCCl (dichloromethane). Procedure details: A suspension of 4-methoxy-N,N-dimethyl-4-oxo-1-butanaminium chloride (3) (5.44 g, 0.03 mol) and anh. K2CO3 (5.52 g, 0.04 mol) in dichloromethane (70 ml) was vigorously stirred at ambient temperature for 24 h. The precipitate was filtered, washed with dichloromethane, and the filtrate was evaporated. The residue was distilled at 32-35° C./3-4 mm Hg to give 2.88 g (66%) of methyl 4-(dimethylamino)butanoate. Run at time 24 hour. The product is CN(CCCC(=O)OC)C (methyl 4-(dimethylamino)butanoate). The reactants are [Cl-].COC(CCC[NH+](C)C)=O (4-methoxy-N,N-dimethyl-4-oxo-1-butanaminium chloride), C(=O)([O-])[O-].[K+].[K+] (K2CO3). Starting materials: CCS(=O)(=O)c1ccc(NC(=O)CCCc2ccc(Br)cc2)cc1C#N, O=C(O)CCCc1ccc(Br)cc1, CCS(=O)(=O)c1ccc(N)cc1CNC(=O)OC(C)(C)C, c1ccncc1. Yields the product CCS(=O)(=O)c1ccc(NC(=O)CCCc2ccc(Br)cc2)cc1CNC(=O)OC(C)(C)C. Reaction SMILES: [Br:1][c:2]1[cH:3][cH:4][c:5]([CH2:8][CH2:9][CH2:10][C:11](=[O:12])[NH:13][c:14]2[cH:15][c:16]([C:25]#[N:26])[c:17]([S:20](=[O:21])(=[O:22])[CH2:23][CH3:24])[cH:18][cH:19]2)[cH:6][cH:7]1.[Br:48][c:49]1[cH:50][cH:51][c:52]([CH2:53][CH2:54][CH2:55][C:56]([OH:57])=[O:58])[cH:59][cH:60]1.[NH2:27][c:28]1[cH:29][cH:30][c:31]([S:32]([CH2:33][CH3:34])(=[O:42])=[O:43])[c:44]([CH2:46][NH:47][C:35]([O:36][C:37]([CH3:38])([CH3:39])[CH3:40])=[O:41])[cH:45]1.[cH:61]1[cH:62][cH:63][n:64][cH:65][cH:66]1>>[Br:1][c:2]1[cH:3][cH:4][c:5]([CH2:8][CH2:9][CH2:10][C:11](=[O:12])[NH:13][c:14]2[cH:15][c:16]([CH2:25][NH:26][C:35]([O:36][C:37]([CH3:38])([CH3:39])[CH3:40])=[O:41])[c:17]([S:20](=[O:21])(=[O:22])[CH2:23][CH3:24])[cH:18][cH:19]2)[cH:6][cH:7]1. Reactants: CC(=O)NC(Cc1csc2ccccc12)C(=O)C=Cc1cc(C(F)(F)F)cc(C(F)(F)F)c1, C1CCOC1. Product: CC(=O)NC(Cc1csc2ccccc12)C(=O)CCc1cc(C(F)(F)F)cc(C(F)(F)F)c1. As a reaction SMILES: [C:1]([CH3:2])(=[O:3])[NH:4][CH:5]([CH2:6][c:7]1[c:8]2[c:9]([s:10][cH:11]1)[cH:12][cH:13][cH:14][cH:15]2)[C:16]([CH:17]=[CH:18][c:19]1[cH:20][c:21]([C:29]([F:30])([F:31])[F:32])[cH:22][c:23]([C:25]([F:26])([F:27])[F:28])[cH:24]1)=[O:33].[O:34]1[CH2:35][CH2:36][CH2:37][CH2:38]1>>[C:1]([CH3:2])(=[O:3])[NH:4][CH:5]([CH2:6][c:7]1[c:8]2[c:9]([s:10][cH:11]1)[cH:12][cH:13][cH:14][cH:15]2)[C:16]([CH2:17][CH2:18][c:19]1[cH:20][c:21]([C:29]([F:30])([F:31])[F:32])[cH:22][c:23]([C:25]([F:26])([F:27])[F:28])[cH:24]1)=[O:33]. The reactants are ClC1=C(OC=2C(=NNC2C)O)C=C(C(=C1)F)N1C(N(C(=CC1=O)C(F)(F)F)C)=O (4-{2-chloro-4-fluoro-5-[3-methyl-2,6-dioxo-4-(trifluoromethyl)-1,2,3,6-tetrahydropyrimidin-1-yl]phenoxy}-3-hydroxy-5-methylpyrazole), BrCC(=O)OC (methyl bromoacetate), C([O-])([O-])=O.[K+].[K+] (potassium carbonate), Cl (hydrochloric acid). Run in CN(C=O)C (N,N-dimethylformamide). Run at time 3 hour. The product is COC(=O)COC1=NNC(=C1OC1=C(C=C(C(=C1)N1C(N(C(=CC1=O)C(F)(F)F)C)=O)F)Cl)C (3-(methoxycarbonyl)methoxy-4-{2-chloro-4-fluoro-5-[3-methyl-2,6-dioxo-4-(trifluoromethyl)-1,2,3,6-tetrahydropyrimidin-1-yl]phenoxy}-5-methylpyrazole). The yield is 24.5%. As a reaction SMILES: [Cl:1][C:2]1[CH:15]=[C:14]([F:16])[C:13]([N:17]2[C:22](=[O:23])[CH:21]=[C:20]([C:24]([F:27])([F:26])[F:25])[N:19]([CH3:28])[C:18]2=[O:29])=[CH:12][C:3]=1[O:4][C:5]1[C:6]([OH:11])=[N:7][NH:8][C:9]=1[CH3:10].Br[CH2:31][C:32]([O:34][CH3:35])=[O:33].C(=O)([O-])[O-].[K+].[K+].Cl>CN(C)C=O>[CH3:35][O:34][C:32]([CH2:31][O:11][C:6]1[C:5]([O:4][C:3]2[CH:12]=[C:13]([N:17]3[C:22](=[O:23])[CH:21]=[C:20]([C:24]([F:26])([F:27])[F:25])[N:19]([CH3:28])[C:18]3=[O:29])[C:14]([F:16])=[CH:15][C:2]=2[Cl:1])=[C:9]([CH3:10])[NH:8][N:7]=1)=[O:33] |f:2.3.4|. Procedure details: To a solution of 0.21 g of 4-{2-chloro-4-fluoro-5-[3-methyl-2,6-dioxo-4-(trifluoromethyl)-1,2,3,6-tetrahydropyrimidin-1-yl]phenoxy}-3-hydroxy-5-methylpyrazole in 1.0 ml of N,N-dimethylformamide were added 0.10 g of methyl bromoacetate and 0.20 g of potassium carbonate, and the mixture was stirred for 3 hours at room temperature. Dilute hydrochloric acid was poured into this reaction solution, and extracted with ethyl acetate. The organic layer was washed with saturated saline, dried over anhydro... Starting materials: O=C([O-])[O-], C#CCBr, COc1cc(C(=O)NC(C)(C)C(C)C)ccc1O, [Cs+], [Cs+], CN(C)C=O. The product is C#CCOc1ccc(C(=O)NC(C)(C)C(C)C)cc1OC. RXN SMILES: [C:23](=[O:24])([O-:25])[O-:26].[CH2:19]([C:20]#[CH:21])[Br:22].[CH3:1][C:2]([CH:3]([CH3:4])[CH3:5])([CH3:6])[NH:7][C:8]([c:9]1[cH:10][c:11]([O:16][CH3:17])[c:12]([OH:15])[cH:13][cH:14]1)=[O:18].[Cs+:27].[Cs+:28].[O:29]=[CH:30][N:31]([CH3:32])[CH3:33]>>[CH3:1][C:2]([CH:3]([CH3:4])[CH3:5])([CH3:6])[NH:7][C:8]([c:9]1[cH:10][c:11]([O:16][CH3:17])[c:12]([O:15][CH2:21][C:20]#[CH:19])[cH:13][cH:14]1)=[O:18]. Reactants: [BH4-], CCOC(C)=O, CO, [Cl-], Cl, C[Si](C)(C)CCOCn1ncc([N+](=O)[O-])c1C(=O)O, [NH4+], [Na+]. Product: C[Si](C)(C)CCOCn1ncc([N+](=O)[O-])c1CO. As a reaction SMILES: [BH4-:20].[CH3:25][CH2:26][O:27][C:28](=[O:29])[CH3:30].[CH3:31][OH:32].[Cl-:22].[ClH:24].[N+:1](=[O:2])([O-:3])[c:4]1[c:5]([C:17](=[O:18])[OH:19])[n:6]([CH2:9][O:10][CH2:11][CH2:12][Si:13]([CH3:14])([CH3:15])[CH3:16])[n:7][cH:8]1.[NH4+:23].[Na+:21]>>[N+:1](=[O:2])([O-:3])[c:4]1[c:5]([CH2:17][OH:18])[n:6]([CH2:9][O:10][CH2:11][CH2:12][Si:13]([CH3:14])([CH3:15])[CH3:16])[n:7][cH:8]1. The reactants are OCCCCCCCCCCCCCCCCBr, CC(C)(C)[Si](C)(C)Cl, [Cl-], ClCCl, [NH4+], c1c[nH]cn1. Product: CC(C)(C)[Si](C)(C)OCCCCCCCCCCCCCCCCBr. As a reaction SMILES: [Br:1][CH2:2][CH2:3][CH2:4][CH2:5][CH2:6][CH2:7][CH2:8][CH2:9][CH2:10][CH2:11][CH2:12][CH2:13][CH2:14][CH2:15][CH2:16][CH2:17][OH:18].[C:24]([CH3:25])([CH3:26])([CH3:27])[Si:28]([CH3:29])([CH3:30])[Cl:31].[Cl-:32].[Cl:34][CH2:35][Cl:36].[NH4+:33].[nH:19]1[cH:20][cH:21][n:22][cH:23]1>>[Br:1][CH2:2][CH2:3][CH2:4][CH2:5][CH2:6][CH2:7][CH2:8][CH2:9][CH2:10][CH2:11][CH2:12][CH2:13][CH2:14][CH2:15][CH2:16][CH2:17][O:18][Si:28]([C:24]([CH3:25])([CH3:26])[CH3:27])([CH3:29])[CH3:30]. Reactants: O=O (oxygen), C(C)(=O)S[C@@H]1[C@H](C(N1C(C(=O)OC)=C(C)C)=O)Cl (methyl 2-[(3S,4R)-4-acetylthio-3-chloro-2-oxoazetidin-1-yl]-3-methylbut-2-enoate), P(OC)(OC)OC (trimethyl phosphite). The solvent is C(C)(=O)OCC (ethyl acetate). Conditions: time 15 minute. As a reaction SMILES: O=O.[C:3]([S:6][C@H:7]1[N:10]([C:11](=C(C)C)[C:12]([O:14][CH3:15])=[O:13])[C:9](=[O:19])[C@@H:8]1[Cl:20])(=[O:5])[CH3:4].P(OC)(OC)OC>C(OCC)(=O)C>[C:3]([S:6][C@H:7]1[N:10]([CH2:11][C:12]([O:14][CH3:15])=[O:13])[C:9](=[O:19])[C@@H:8]1[Cl:20])(=[O:5])[CH3:4]. Reported procedure: Ozonised oxygen was bubbled through a solution of methyl 2-[(3S,4R)-4-acetylthio-3-chloro-2-oxoazetidin-1-yl]-3-methylbut-2-enoate (7.6 g, 0.026 mol) in ethyl acetate (300 ml) at -65 to -70° C. until a permanent blue colour was obtained. Excess ozone was removed by the passage of oxygen, then trimethyl phosphite (30.7 ml, 0.26 mol) was added dropwise. After 15 minutes the solution was allowed to warm to room temperature and stirred for 19 hr. The solvents were evaporated and the residue reevapor... The yield is 56.4%. Product: C(C)(=O)S[C@@H]1[C@H](C(N1CC(=O)OC)=O)Cl (Methyl [(3S,4R)-4-acetylthio-3-chloro-2-oxo-azetidin-1-yl]acetate).